Dataset: the Open Reaction Database (ORD), a public repository of structured organic reaction records. Task: describe an organic reaction: reactants, conditions, products, and yield Starting materials: CC1=NN=C(O1)C=1C=C(N)C=C(C1)N1CCOCC1 (3-(5-methyl-1,3,4-oxadiazol-2-yl)-5-morpholinoaniline), CC(C)C1=CC(=C(C(=C1)C(C)C)C2=C(C=CC=C2)P(C3CCCCC3)C4CCCCC4)C(C)C (XPhos), ClC1=C(C(=NC2=CC(=CC=C12)F)C1=NC=CC=C1)C (4-chloro-7-fluoro-3-methyl-2-(pyridin-2-yl)quinoline), CC(C)([O-])C.[Na+] (sodium tert-butoxide). The reagents and catalysts are CC(C)C1=CC(=C(C(=C1)C(C)C)C2=CC=CC=C2P(C3CCCCC3)C4CCCCC4)C(C)C.C1=CC=C([C-]=C1)CCN.Cl[Pd+] (XPhos precatalyst). The solvent is C1(=CC=CC=C1)C (toluene). The product is FC1=CC=C2C(=C(C(=NC2=C1)C1=NC=CC=C1)C)NC1=CC(=CC(=C1)N1CCOCC1)C=1OC(=NN1)C (7-fluoro-3-methyl-N-(3-(5-methyl-1,3,4-oxadiazol-2-yl)-5-(4-morpholinyl)phenyl)-2-(2-pyridinyl)-4-quinolinamine). Reaction SMILES: [CH3:1][C:2]1[O:6][C:5]([C:7]2[CH:8]=[C:9]([CH:11]=[C:12]([N:14]3[CH2:19][CH2:18][O:17][CH2:16][CH2:15]3)[CH:13]=2)[NH2:10])=[N:4][N:3]=1.Cl[C:21]1[C:30]2[C:25](=[CH:26][C:27]([F:31])=[CH:28][CH:29]=2)[N:24]=[C:23]([C:32]2[CH:37]=[CH:36][CH:35]=[CH:34][N:33]=2)[C:22]=1[CH3:38].CC(C)([O-])C.[Na+].CC(C1C=C(C(C)C)C(C2C=CC=CC=2P(C2CCCCC2)C2CCCCC2)=C(C(C)C)C=1)C>CC(C1C=C(C(C)C)C(C2C(P(C3CCCCC3)C3CCCCC3)=CC=CC=2)=C(C(C)C)C=1)C.C1C=[C-]C(CCN)=CC=1.Cl[Pd+].C1(C)C=CC=CC=1>[F:31][C:27]1[CH:26]=[C:25]2[C:30]([C:21]([NH:10][C:9]3[CH:11]=[C:12]([N:14]4[CH2:19][CH2:18][O:17][CH2:16][CH2:15]4)[CH:13]=[C:7]([C:5]4[O:6][C:2]([CH3:1])=[N:3][N:4]=4)[CH:8]=3)=[C:22]([CH3:38])[C:23]([C:32]3[CH:37]=[CH:36][CH:35]=[CH:34][N:33]=3)=[N:24]2)=[CH:29][CH:28]=1 |f:2.3,5.6.7|. Procedure: Prepared according to Procedure N using 3-(5-methyl-1,3,4-oxadiazol-2-yl)-5-morpholinoaniline (0.034 g, 0.131 mmol), 4-chloro-7-fluoro-3-methyl-2-(pyridin-2-yl)quinoline (0.036 g, 0.131 mmol), sodium tert-butoxide (0.031 g, 0.327 mmol), XPhos precatalyst (CAS 1028206-56-5; 8.79 mg, 0.013 mmol), XPhos (6.23 mg, 0.013 mmol), and toluene (0.7 mL) to afford 7-fluoro-3-methyl-N-(3-(5-methyl-1,3,4-oxadiazol-2-yl)-5-(4-morpholinyl)phenyl)-2-(2-pyridinyl)-4-quinolinamine as a yellow amorphous solid. 1H ... Starting materials: [N+](=O)(O)[O-] (nitric acid), OC=1C(=NC=2C=CC3=C(C2N1)C=CC=C3S(N)(=O)=O)O (2,3-dihydroxy-7-sulphamoylbenzo[f]quinoxaline), ice water. The solvent is S(O)(O)(=O)=O (sulfuric acid). Run at time 30 minute. Product: OC=1C(=NC=2C=C(C3=C(C2N1)C=CC=C3S(N)(=O)=O)[N+](=O)[O-])O (2,3-dihydroxy-6-nitro-7-sulphamoyl-benzo[f]quinoxaline). Isolated yield 61.0%. As a reaction SMILES: [OH:1][C:2]1[C:3]([OH:20])=[N:4][C:5]2[CH:6]=[CH:7][C:8]3[C:15]([S:16](=[O:19])(=[O:18])[NH2:17])=[CH:14][CH:13]=[CH:12][C:9]=3[C:10]=2[N:11]=1.[N+:21]([O-])([OH:23])=[O:22]>S(=O)(=O)(O)O>[OH:1][C:2]1[C:3]([OH:20])=[N:4][C:5]2[CH:6]=[C:7]([N+:21]([O-:23])=[O:22])[C:8]3[C:15]([S:16](=[O:18])(=[O:19])[NH2:17])=[CH:14][CH:13]=[CH:12][C:9]=3[C:10]=2[N:11]=1. Reported procedure: To a solution of 1,0 g (3,4 mmol) 2,3-dihydroxy-7-sulphamoylbenzo[f]quinoxaline in 25 ml concentrated sulfuric acid was added at 0° C. 0,15 ml 100% nitric acid. Stirring was continued at 0° C. for 30 min, and then the mixture was poured into 100 ml ice-water to give a precipitate. The crude product was recrystallized (dimethylformamide-water) to give 0,7 g (61%) 2,3-dihydroxy-6-nitro-7-sulphamoyl-benzo[f]quinoxaline. The reactants are CC(=O)[O-], COc1cc2nncc(O)c2cc1OC, ClC(Cl)Cl, ClCCl, [Na+], [Na+], O=C([O-])O, O=P(Br)(Br)Br. Product: COc1cc2nncc(Br)c2cc1OC. Reaction SMILES: [CH3:26][C:27](=[O:28])[O-:29].[CH3:6][O:7][c:8]1[cH:9][c:10]2[c:11]([OH:20])[cH:12][n:13][n:14][c:15]2[cH:16][c:17]1[O:18][CH3:19].[CH:21]([Cl:22])([Cl:23])[Cl:24].[Cl:35][CH2:36][Cl:37].[Na+:25].[Na+:34].[O-:30][C:31]([OH:32])=[O:33].[P:1]([Br:2])([Br:3])([Br:4])=[O:5]>>[Br:3][c:11]1[c:10]2[cH:9][c:8]([O:7][CH3:6])[c:17]([O:18][CH3:19])[cH:16][c:15]2[n:14][n:13][cH:12]1. As a reaction SMILES: [Br:1][CH2:2][C:3](=[O:4])[c:5]1[n:6][c:7](-[c:11]2[cH:12][cH:13][cH:14][cH:15][cH:16]2)[o:8][c:9]1[CH3:10].[C:31](=[O:32])([O-:33])[O-:34].[CH3:37][C:38](=[O:39])[CH2:40][CH3:41].[K+:35].[K+:36].[O:17]1[CH:18]([CH2:22][CH2:23][c:24]2[cH:25][cH:26][c:27]([OH:30])[cH:28][cH:29]2)[O:19][CH2:20][CH2:21]1.[OH2:42]>>[CH2:2]([C:3](=[O:4])[c:5]1[n:6][c:7](-[c:11]2[cH:12][cH:13][cH:14][cH:15][cH:16]2)[o:8][c:9]1[CH3:10])[O:30][c:27]1[cH:26][cH:25][c:24]([CH2:23][CH2:22][CH:18]2[O:17][CH2:21][CH2:20][O:19]2)[cH:29][cH:28]1. Reactants: Cc1oc(-c2ccccc2)nc1C(=O)CBr, O=C([O-])[O-], CCC(C)=O, [K+], [K+], Oc1ccc(CCC2OCCO2)cc1, O. Yields the product Cc1oc(-c2ccccc2)nc1C(=O)COc1ccc(CCC2OCCO2)cc1. Solvent: CN(C)C=O (DMF). Yields the product FC=1C2=CC(=CC=C2C=2C=CC(=CC2C1)OCCCCCC)CCCCCCCC (9-Fluoro-2-hexyloxy-7-octylphenanthrene). The reactants are FC=1C2=CC(=CC=C2C=2C=CC(=CC2C1)O)CCCCCCCC (9-fluoro-7-octylphenanthren-2-ol), BrCCCCCC (1-bromohexane), [H-].[Na+] (sodium hydride). Reported procedure: From 9-fluoro-7-octylphenanthren-2-ol by reaction with 1-bromohexane and sodium hydride in abs. DMF. Reaction SMILES: [F:1][C:2]1[C:3]2[C:8]([C:9]3[CH:10]=[CH:11][C:12]([OH:16])=[CH:13][C:14]=3[CH:15]=1)=[CH:7][CH:6]=[C:5]([CH2:17][CH2:18][CH2:19][CH2:20][CH2:21][CH2:22][CH2:23][CH3:24])[CH:4]=2.Br[CH2:26][CH2:27][CH2:28][CH2:29][CH2:30][CH3:31].[H-].[Na+]>CN(C=O)C>[F:1][C:2]1[C:3]2[C:8]([C:9]3[CH:10]=[CH:11][C:12]([O:16][CH2:26][CH2:27][CH2:28][CH2:29][CH2:30][CH3:31])=[CH:13][C:14]=3[CH:15]=1)=[CH:7][CH:6]=[C:5]([CH2:17][CH2:18][CH2:19][CH2:20][CH2:21][CH2:22][CH2:23][CH3:24])[CH:4]=2 |f:2.3|. Starting materials: O1[C@H]2[C@@H]1C[C@@H]1CC[C@H]3[C@@H]4C[C@@H]([C@@H]([C@@]4(C)CC[C@@H]3[C@]1(C2)C)O)N2CCCC2 (2α,3α-Epoxy-16β-(1-pyrrolidinyl)-5α-androstane-17β-ol), OC1CCNCC1 (4-hydroxypiperidine). Yields the product OC1CCN(CC1)[C@@H]1[C@H](C[C@@H]2CC[C@H]3[C@@H]4C[C@@H]([C@@H]([C@@]4(C)CC[C@@H]3[C@]2(C1)C)O)N1CCCC1)O (2β-(4-hydroxy-1-piperidinyl)-16β-(1-pyrrolidinyl)-5α-androstane-3α,17β-diol). Isolated yield 76.5%. RXN SMILES: [O:1]1[C@H:3]2[CH2:4][C@H:5]3[C@:18]([CH3:20])([CH2:19][C@@H:2]12)[C@@H:17]1[C@H:8]([C@H:9]2[C@@:13]([CH2:15][CH2:16]1)([CH3:14])[C@@H:12]([OH:21])[C@@H:11]([N:22]1[CH2:26][CH2:25][CH2:24][CH2:23]1)[CH2:10]2)[CH2:7][CH2:6]3.[OH:27][CH:28]1[CH2:33][CH2:32][NH:31][CH2:30][CH2:29]1>>[OH:27][CH:28]1[CH2:33][CH2:32][N:31]([C@H:2]2[CH2:19][C@@:18]3([CH3:20])[C@@H:5]([CH2:6][CH2:7][C@@H:8]4[C@@H:17]3[CH2:16][CH2:15][C@@:13]3([CH3:14])[C@H:9]4[CH2:10][C@H:11]([N:22]4[CH2:23][CH2:24][CH2:25][CH2:26]4)[C@@H:12]3[OH:21])[CH2:4][C@@H:3]2[OH:1])[CH2:30][CH2:29]1. Procedure: 2α,3α-Epoxy-16β-(1-pyrrolidinyl)-5α-androstane-17β-ol is reacted with 4-hydroxypiperidine as described in Example 3 to obtain the title product in a yield of 76.5%, m.p.: 188°-190° C. The reactants are FC=1C=C(NCCN2CCCC2)C=C(C1)B1OC(C(O1)(C)C)(C)C (3-Fluoro-N-(2-(pyrrolidin-1-yl)ethyl)-5-(4,4,5,5-tetramethyl-1,3,2-dioxaborolan-2-yl)aniline), ClC=1C=CC=2N=CN=C(C2N1)N (6-chloropyrido[3,2-d]pyrimidin-4-amine), C(=O)([O-])[O-].[Cs+].[Cs+] (Cs2CO3). Reagents/catalysts: C=1C=CC(=CC1)[P](C=2C=CC=CC2)(C=3C=CC=CC3)[Pd]([P](C=4C=CC=CC4)(C=5C=CC=CC5)C=6C=CC=CC6)([P](C=7C=CC=CC7)(C=8C=CC=CC8)C=9C=CC=CC9)[P](C=1C=CC=CC1)(C=1C=CC=CC1)C=1C=CC=CC1 (Pd(PPh3)4). The solvent is O1CCOCC1.O (dioxane H2O). Conditions: temperature 90 celsius, time 2 hour. Yields the product FC=1C=C(C=C(C1)NCCN1CCCC1)C=1C=CC=2N=CN=C(C2N1)N (6-(3-Fluoro-5-(2-(pyrrolidin-1-yl)ethylamino)phenyl)pyrido[3,2-d]pyrimidin-4-amine). RXN SMILES: [F:1][C:2]1[CH:3]=[C:4]([CH:13]=[C:14](B2OC(C)(C)C(C)(C)O2)[CH:15]=1)[NH:5][CH2:6][CH2:7][N:8]1[CH2:12][CH2:11][CH2:10][CH2:9]1.Cl[C:26]1[CH:27]=[CH:28][C:29]2[N:30]=[CH:31][N:32]=[C:33]([NH2:36])[C:34]=2[N:35]=1.C([O-])([O-])=O.[Cs+].[Cs+]>O1CCOCC1.O.C1C=CC([P]([Pd]([P](C2C=CC=CC=2)(C2C=CC=CC=2)C2C=CC=CC=2)([P](C2C=CC=CC=2)(C2C=CC=CC=2)C2C=CC=CC=2)[P](C2C=CC=CC=2)(C2C=CC=CC=2)C2C=CC=CC=2)(C2C=CC=CC=2)C2C=CC=CC=2)=CC=1>[F:1][C:2]1[CH:15]=[C:14]([C:26]2[CH:27]=[CH:28][C:29]3[N:30]=[CH:31][N:32]=[C:33]([NH2:36])[C:34]=3[N:35]=2)[CH:13]=[C:4]([NH:5][CH2:6][CH2:7][N:8]2[CH2:9][CH2:10][CH2:11][CH2:12]2)[CH:3]=1 |f:2.3.4,5.6,^1:53,55,74,93|. Reported procedure: A suspension of crude 31-B (300 mg, 1.0 mmol), 3-A (150 mg, 0.80 mmol), Pd(PPh3)4 (30 mg) and Cs2CO3 (600 mg, 1.8 mmol) in dioxane/H2O (10 mL/1.0 mL) was stirred at 90° C. for 2 h. The reaction solution was partitioned between EtOAc (100 mL) and brine (35 mL). The combined organic layer was washed with water (3×30 mL), concentrated and purified by prep-HPLC (25 mg, 8.9%). LCMS (0-60AB), RT=0.904 min, M+H 352.9 1H-NMR (Methanol-d4, 400 MHz): δ 8.53 (s, 1H), 8.35 (s, 1H), 8.23 (d, J=8.8 Hz, 1H), 8... The reactants are C(C)N(C1=C(C=C(C(=C1)OC)OC)[C@H]1CC=2C=CC(=CC2CC1)OC(C(C)(C)C)=O)C(C1=CC=C(C=C1)O)=O (pivalic acid (R)-6-{2-[ethyl(4-hydroxybenzoyl)amino]-4,5-dimethoxyphenyl}-5,6,7,8-tetrahydronaphthalen-2-yl ester), ClCC(=O)N1CCC(CC1)C (2-chloro-1-(4-methylpiperidin-1-yl)ethanone). Yields the product C(C)N(C1=C(C=C(C(=C1)OC)OC)[C@H]1CC=2C=CC(=CC2CC1)O)CC1=CC=C(C=C1)OCCN1CCC(CC1)C ((R)-6-{2-{Ethyl{4-[2-(4-methylpiperidin-1-yl)ethoxy]benzyl}amino}-4,5-dimethoxyphenyl}-5,6,7,8-tetrahydronaphthalen-2-ol). The yield is 41.0%. Reaction SMILES: [CH2:1]([N:3]([C:31](=O)[C:32]1[CH:37]=[CH:36][C:35]([OH:38])=[CH:34][CH:33]=1)[C:4]1[CH:9]=[C:8]([O:10][CH3:11])[C:7]([O:12][CH3:13])=[CH:6][C:5]=1[C@@H:14]1[CH2:23][CH2:22][C:21]2[CH:20]=[C:19]([O:24]C(=O)C(C)(C)C)[CH:18]=[CH:17][C:16]=2[CH2:15]1)[CH3:2].Cl[CH2:41][C:42]([N:44]1[CH2:49][CH2:48][CH:47]([CH3:50])[CH2:46][CH2:45]1)=O>>[CH2:1]([N:3]([CH2:31][C:32]1[CH:33]=[CH:34][C:35]([O:38][CH2:41][CH2:42][N:44]2[CH2:49][CH2:48][CH:47]([CH3:50])[CH2:46][CH2:45]2)=[CH:36][CH:37]=1)[C:4]1[CH:9]=[C:8]([O:10][CH3:11])[C:7]([O:12][CH3:13])=[CH:6][C:5]=1[C@@H:14]1[CH2:23][CH2:22][C:21]2[CH:20]=[C:19]([OH:24])[CH:18]=[CH:17][C:16]=2[CH2:15]1)[CH3:2]. Reported procedure: Synthesized from pivalic acid (R)-6-{2-[ethyl(4-hydroxybenzoyl)amino]-4,5-dimethoxyphenyl}-5,6,7,8-tetrahydronaphthalen-2-yl ester (16 mg) and 2-chloro-1-(4-methylpiperidin-1-yl)ethanone (9.5 mg) according to an analogous synthetic method to Example 404 and purified by LC-MS, the title compound (6.9 mg) was obtained.